Dataset: the Open Reaction Database (ORD), a public repository of structured organic reaction records. Task: describe an organic reaction: reactants, conditions, products, and yield Reactants: BrCCC1OCCO1 (2-(2-bromoethyl)-1,3-dioxolane), ClC1=CC(=C(NC2=NC=NC3=CC(=C(C=C23)OC)O)C=C1)F (4-(4-chloro-2-fluoroanilino)-7-hydroxy-6-methoxyquinazoline), C([O-])([O-])=O.[K+].[K+] (potassium carbonate). Run in CN(C)C=O (DMF), CN(C)C=O (DMF). Conditions: temperature 100 celsius. The product is ClC1=CC(=C(NC2=NC=NC3=CC(=CC=C23)OCOCCC2OCCO2)C=C1)F (4-(4-chloro-2-fluoroanilino)-7-(2-(1,3-dioxolan-2-yl)ethoxy)methoxyquinazoline). The yield is 16.6%. Reaction SMILES: Br[CH2:2][CH2:3][CH:4]1[O:8][CH2:7][CH2:6][O:5]1.[Cl:9][C:10]1[CH:29]=[CH:28][C:13]([NH:14][C:15]2[C:24]3[C:19](=[CH:20][C:21]([OH:27])=[C:22](OC)[CH:23]=3)[N:18]=[CH:17][N:16]=2)=[C:12]([F:30])[CH:11]=1.[C:31](=O)([O-])[O-:32].[K+].[K+]>CN(C=O)C>[Cl:9][C:10]1[CH:29]=[CH:28][C:13]([NH:14][C:15]2[C:24]3[C:19](=[CH:20][C:21]([O:27][CH2:31][O:32][CH2:2][CH2:3][CH:4]4[O:8][CH2:7][CH2:6][O:5]4)=[CH:22][CH:23]=3)[N:18]=[CH:17][N:16]=2)=[C:12]([F:30])[CH:11]=1 |f:2.3.4|. Procedure details: A solution of 2-(2-bromoethyl)-1,3-dioxolane (258 mg, 1.4 mmol) in DMF (0.5 ml) was added to a mixture of 4-(4-chloro-2-fluoroanilino)-7-hydroxy-6-methoxyquinazoline (329 mg, 1.02 mmol) and potassium carbonate (264 mg, 2 mmol) in DMF (2 ml). The mixture was heated at 100° C. for 3 hours and allowed to cool. The volatiles were removed by evaporation, and the residue partitioned between aqueous sodium hydrogen carbonate solution and methylene chloride. The organic phase was separated and passed th... Starting materials: CC#N, C=Cc1ccc(CCl)cc1, ClC(Cl)Cl, Nc1ccc(C(F)(F)F)cc1C(=O)NCC(=O)NC1CCNC1. Product: C=Cc1ccc(CN2CCC(NC(=O)CNC(=O)c3cc(C(F)(F)F)ccc3N)C2)cc1. RXN SMILES: [CH3:34][C:35]#[N:36].[CH:24](=[CH2:25])[c:26]1[cH:27][cH:28][c:29]([CH2:30][Cl:31])[cH:32][cH:33]1.[CH:37]([Cl:38])([Cl:39])[Cl:40].[NH2:1][c:2]1[c:3]([C:4](=[O:5])[NH:6][CH2:7][C:8](=[O:9])[NH:10][CH:11]2[CH2:12][NH:13][CH2:14][CH2:15]2)[cH:16][c:17]([C:20]([F:21])([F:22])[F:23])[cH:18][cH:19]1>>[NH2:1][c:2]1[c:3]([C:4](=[O:5])[NH:6][CH2:7][C:8](=[O:9])[NH:10][CH:11]2[CH2:12][N:13]([CH2:30][c:29]3[cH:28][cH:27][c:26]([CH:24]=[CH2:25])[cH:33][cH:32]3)[CH2:14][CH2:15]2)[cH:16][c:17]([C:20]([F:21])([F:22])[F:23])[cH:18][cH:19]1. Reactants: COc1cc(OC)c(S(=O)(=O)Cl)cc1C(=O)O, Cl, N. Product: COc1cc(OC)c(S(N)(=O)=O)cc1C(=O)O. RXN SMILES: [Cl:1][S:2](=[O:3])(=[O:4])[c:5]1[c:6]([O:16][CH3:17])[cH:7][c:8]([O:14][CH3:15])[c:9]([C:10](=[O:11])[OH:12])[cH:13]1.[ClH:19].[NH3:18]>>[S:2](=[O:3])(=[O:4])([c:5]1[c:6]([O:16][CH3:17])[cH:7][c:8]([O:14][CH3:15])[c:9]([C:10](=[O:11])[OH:12])[cH:13]1)[NH2:18]. Starting materials: [OH-].[Na+] (sodium hydroxide), ClC1=CC(=C(C(=O)N)C=C1)OC1CN(CC1)C (4-chloro-2-[(1-methyl-3-pyrrolidinyl)oxy]benzamide), S(=O)(Cl)Cl (thionyl chloride), Cl (hydrochloric acid). The solvent is O (water), C(C)(=O)OCC (ethyl acetate). Product: ClC1=CC2=C(C(N(CC(O2)CCCl)C)=O)C=C1 (8-Chloro-2-(2-chloroethyl)-2,3-dihydro-4-methyl-1,4-benzoxazepin-5(4H)-one). The yield is 58.9%. Reaction SMILES: [OH-].[Na+].[Cl:3][C:4]1[CH:12]=[CH:11][C:7]([C:8](N)=[O:9])=[C:6]([O:13][CH:14]2[CH2:18][CH2:17][N:16]([CH3:19])[CH2:15]2)[CH:5]=1.Cl.S(Cl)([Cl:23])=O>O.C(OCC)(=O)C>[Cl:3][C:4]1[CH:12]=[CH:11][C:7]2[C:8](=[O:9])[N:16]([CH3:19])[CH2:15][CH:14]([CH2:18][CH2:17][Cl:23])[O:13][C:6]=2[CH:5]=1 |f:0.1|. Reported procedure: To a solution of 10.4 g (0.26 mole) of sodium hydroxide in 150 ml of water was added 32 g (0.13 mole) of 4-chloro-2-[(1-methyl-3-pyrrolidinyl)oxy]benzamide and the mixture was heated at reflux for 24 hr. The reaction mixture was adjusted to pH 6 with concentrated hydrochloric acid and filtered and the filtrate concentrated. The residue was boiled with 100 ml of isopropyl alcohol and the mixture filtered. The filtrate was concentrated and heated at reflux with 98 g (b 0.83 mole) of thionyl chlori... Starting materials: C(C)C1=C(C=CC=C1)O (2-ethylphenol), II (iodine). Reagents/catalysts: [Cu](Cl)Cl (copper(II) chloride). Run in ClC1=CC=CC=C1 (chlorobenzene). Product: C(C)C1=C(C=CC(=C1)I)O (2-ethyl-4-iodo-phenol). As a reaction SMILES: [CH2:1]([C:3]1[CH:8]=[CH:7][CH:6]=[CH:5][C:4]=1[OH:9])[CH3:2].[I:10]I>ClC1C=CC=CC=1.[Cu](Cl)Cl>[CH2:1]([C:3]1[CH:8]=[C:7]([I:10])[CH:6]=[CH:5][C:4]=1[OH:9])[CH3:2]. Procedure details: A solution of 119.9 ml of 2-ethylphenol in 500 ml of chlorobenzene was treated with 126.9 g of iodine and 134.5 g of copper(II) chloride and stirred under reflux for 5.5 hours. After cooling the reaction mixture was filtered and the residue was washed with methylene chloride. The combined filtrates were washed with aqueous sodium thiosulphate solution and ice-water. The organic phases were dried over sodium sulphate and concentrated. The residue was crystallized from hexane and gave 79.3 g of 2-... RXN SMILES: [C:21]([N:22]1[C:27](=[O:36])[c:28]2[c:29]([cH:32][cH:33][cH:34][cH:35]2)[C:30]1=[O:31])([O:23][CH2:24][CH3:25])=[O:26].[NH2:1][CH:2]([C:3](=[O:4])[OH:5])[CH2:6][c:7]1[c:8]([CH:13]=[CH2:14])[cH:9][cH:10][cH:11][cH:12]1.[Na+:15].[Na+:16].[O-:17][C:18](=[O:19])[O-:20].[OH2:37]>>[N:1]1([CH:2]([C:3](=[O:4])[OH:5])[CH2:6][c:7]2[c:8]([CH:13]=[CH2:14])[cH:9][cH:10][cH:11][cH:12]2)[C:27](=[O:36])[c:28]2[c:29]([cH:32][cH:33][cH:34][cH:35]2)[C:30]1=[O:31]. The product is C=Cc1ccccc1CC(C(=O)O)N1C(=O)c2ccccc2C1=O. Reactants: CCOC(=O)N1C(=O)c2ccccc2C1=O, C=Cc1ccccc1CC(N)C(=O)O, [Na+], [Na+], O=C([O-])[O-], O. The reactants are FC1=C(C=C(C(=O)N(C2=CC=CC=C2)C2=C(C=CC=C2)O)C=C1)[N+](=O)[O-] (4-fluoro-N-(2-hydroxyphenyl)-3-nitrobenzanilide), O.C1(=CC=C(C=C1)S(=O)(=O)O)C (p-toluenesulfonic acid monohydrate). Run in C1(=CC=CC=C1)C (toluene). Yields the product FC1=C(C=C(C=C1)C=1OC2=C(N1)C=CC=C2)[N+](=O)[O-] (2-(4-fluoro-3-nitrophenyl)benzoxazole). Isolated yield 69.5%. As a reaction SMILES: [F:1][C:2]1[CH:23]=[CH:22][C:5]([C:6]([N:8]([C:15]2[CH:20]=[CH:19][CH:18]=[CH:17][C:16]=2[OH:21])C2C=CC=CC=2)=O)=[CH:4][C:3]=1[N+:24]([O-:26])=[O:25].O.C1(C)C=CC(S(O)(=O)=O)=CC=1>C1(C)C=CC=CC=1>[F:1][C:2]1[CH:23]=[CH:22][C:5]([C:6]2[O:21][C:16]3[CH:17]=[CH:18][CH:19]=[CH:20][C:15]=3[N:8]=2)=[CH:4][C:3]=1[N+:24]([O-:26])=[O:25] |f:1.2|. Procedure: To a suspension of 4-fluoro-N-(2-hydroxyphenyl)-3-nitrobenzanilide (see Working Example 15-1) (2.00 g, 7.24 mmol) in toluene (50 mL) was added p-toluenesulfonic acid monohydrate (2.07 g, 10.9 mmol), and this was stirred and heated to reflux for 4 hours. After the reaction was complete, this was cooled to room temperature, and after the solvent was distilled off, saturated aqueous sodium hydrogen carbonate solution was added and this was stirred for 10 minutes at room temperature. The precipitate...